Dataset: the Open Reaction Database (ORD), a public repository of structured organic reaction records. Task: describe an organic reaction: reactants, conditions, products, and yield Starting materials: C1NCC2=CC(=CC=C12)CC(=O)NC(CC=1C(=C(C(=O)O)C=CC1)OC)B1OC2(C3C(C(CC2O1)C3)(C)C)C (3-[2-(2-2,3-Dihydro-1H-isoindol-5-yl-acetylamino)-2-(2,9,9-trimethyl-3,5-dioxa-4-bora-tricyclo[6.1.1.02,6]dec-4-yl)-ethyl]-2-methoxy-benzoic acid), C(=O)(OC(C)(C)C)NCC=O (N-Boc-2-aminoacetaldehyde). Run in CO (methanol). Conditions: time 91 hour. Product: C(C)(C)(C)OC(=O)NCCN1CC2=CC=C(C=C2C1)CC(=O)NC(CC=1C(=C(C(=O)O)C=CC1)OC)B1OC2(C3C(C(CC2O1)C3)(C)C)C (3-[2-{2-[2-(2-tert-Butoxycarbonylamino-ethyl)-2,3-dihydro-1H-isoindol-5-yl]-acetylamino}-2-(2,9,9-trimethyl-3,5-dioxa-4-bora-tricyclo[6.1.1.02,6]dec-4-yl)-ethyl]-2-methoxy-benzoic acid). Reaction SMILES: [CH2:1]1[C:9]2[C:4](=[CH:5][C:6]([CH2:10][C:11]([NH:13][CH:14]([B:27]3[O:35][CH:34]4[C:29]([CH3:39])([CH:30]5[CH2:36][CH:32]([CH2:33]4)[C:31]5([CH3:38])[CH3:37])[O:28]3)[CH2:15][C:16]3[C:17]([O:25][CH3:26])=[C:18]([CH:22]=[CH:23][CH:24]=3)[C:19]([OH:21])=[O:20])=[O:12])=[CH:7][CH:8]=2)[CH2:3][NH:2]1.[C:40]([NH:47][CH2:48][CH:49]=O)([O:42][C:43]([CH3:46])([CH3:45])[CH3:44])=[O:41]>CO>[C:43]([O:42][C:40]([NH:47][CH2:48][CH2:49][N:2]1[CH2:3][C:4]2[C:9](=[CH:8][CH:7]=[C:6]([CH2:10][C:11]([NH:13][CH:14]([B:27]3[O:35][CH:34]4[C:29]([CH3:39])([CH:30]5[CH2:36][CH:32]([CH2:33]4)[C:31]5([CH3:38])[CH3:37])[O:28]3)[CH2:15][C:16]3[C:17]([O:25][CH3:26])=[C:18]([CH:22]=[CH:23][CH:24]=3)[C:19]([OH:21])=[O:20])=[O:12])[CH:5]=2)[CH2:1]1)=[O:41])([CH3:46])([CH3:45])[CH3:44]. Reported procedure: A solution of 3-[2-(2-2,3-Dihydro-1H-isoindol-5-yl-acetylamino)-2-(2,9,9-trimethyl-3,5-dioxa-4-bora-tricyclo[6.1.1.02,6]dec-4-yl)-ethyl]-2-methoxy-benzoic acid (0.110 g, 0.207 mmol) (prepared following the procedures in Steps 1-4 in Example 48), N-Boc-2-aminoacetaldehyde (0.06 g, 0.427 mmol), and methanol (2.5 mL) was purged with argon. Palladium on carbon (10%, 0.051 g) was added, the flask evacuated, and the reaction placed under hydrogen for 91 hr. The reaction mixture was filtered through a ... As a reaction SMILES: N(OC(C)(C)C)=O.[CH2:8]([O:11][C:12]1[CH:24]=[CH:23][C:15]2[N+:16]([O-:22])=[C:17](N)[N:18]=[N+:19]([O-:20])[C:14]=2[CH:13]=1)[CH:9]=[CH2:10]>CN(C=O)C>[CH2:8]([O:11][C:12]1[CH:24]=[CH:23][C:15]2[N+:16]([O-:22])=[CH:17][N:18]=[N+:19]([O-:20])[C:14]=2[CH:13]=1)[CH:9]=[CH2:10]. Solvent: CN(C)C=O (DMF). The reactants are N(=O)OC(C)(C)C (t-butyl nitrite), C(C=C)OC1=CC2=C([N+](=C(N=[N+]2[O-])N)[O-])C=C1 (7-allyloxy-3-amino-1,2,4-benzotriazine-1,4-dioxide), N(=O)OC(C)(C)C (t-butyl nitrite). Yields the product C(C=C)OC1=CC2=C([N+](=CN=[N+]2[O-])[O-])C=C1 (7-Allyloxy-1,2,4-benzotriazine 1,4-dioxide). Procedure: To a stirred solution of t-butyl nitrite (271 mg, 0.312 ml, 2.63 mmol) in DMF (15 ml) at 60°-65° C. was added 7-allyloxy-3-amino-1,2,4-benzotriazine-1,4-dioxide 23 (205 mg, 0.875 mmol) in small portions over 5 min. After 30 min additional t-butyl nitrite (271 mg, 0.312 ml, 2.63 mmol) was added, and shortly thereafter the deep red solution effervesced and lightened appreciably in color over a period of a few minutes. After an additional 30 min the resultant orange solution was reduced under vacuu... Isolated yield 37.5%. Reaction conditions: time 30 minute.